This data is from the Open Reaction Database (ORD), a public repository of structured organic reaction records. The task is: describe an organic reaction: reactants, conditions, products, and yield The reactants are C(CC(=O)C)(=O)OCC (ethyl acetoacetate), N (ammonia), C(C)OC(=O)C1=C(NC(=C(C1C1=[N+](C=CC=C1)[O-])C(=O)OCC)C)C (2,6-dimethyl-4-(1-oxido-2-pyridyl)-1,4-dihydropyridine-3,5-dicarboxylic acid dietyl ester). Run in C(C)O (ethanol). The product is [N+]=1(C(=CC=CC1)C=O)[O-] (pyridine-2-carboxaldehyde-1-oxide). RXN SMILES: [C:1]([O:7]CC)(=O)[CH2:2][C:3]([CH3:5])=O.N.C(OC(C1[CH:21]([C:22]2C=CC=C[N+:23]=2[O-:28])C(C(OCC)=O)=C(C)NC=1C)=O)C>C(O)C>[N+:23]1([O-:28])[C:2]([CH:1]=[O:7])=[CH:3][CH:5]=[CH:21][CH:22]=1. Procedure: Analogously to the process described in Example 1 there is obtained from 22.5 g of pyridine-2-carboxaldehyde-1-oxide, 37 ml of ethyl acetoacetate and 14.5 ml of 30% aqueous ammonia in 29 ml of absolute ethanol, 2,6-dimethyl-4-(1-oxido-2-pyridyl)-1,4-dihydropyridine-3,5-dicarboxylic acid dietyl ester which, after recrystallisation from 250 ml of acetonitrile, melts at 198°-200°. Reactants: O=C([O-])[O-], CC#N, [Cs+], [Cs+], O=S(=O)(OCC(F)(F)F)C(F)(F)F, CN(C)C=O, CCOC(=O)c1cc2cc(OCc3ccccc3)ccc2[nH]1. Product: CCOC(=O)c1cc2cc(OCc3ccccc3)ccc2n1CC(F)(F)F. RXN SMILES: [C:23](=[O:24])([O-:25])[O-:26].[CH3:42][C:43]#[N:44].[Cs+:27].[Cs+:28].[F:29][C:30]([F:31])([F:32])[S:33]([O:34][CH2:35][C:36]([F:37])([F:38])[F:39])(=[O:40])=[O:41].[O:45]=[CH:46][N:47]([CH3:48])[CH3:49].[c:1]1([CH2:7][O:8][c:9]2[cH:10][c:11]3[cH:12][c:13]([C:18](=[O:19])[O:20][CH2:21][CH3:22])[nH:14][c:15]3[cH:16][cH:17]2)[cH:2][cH:3][cH:4][cH:5][cH:6]1>>[c:1]1([CH2:7][O:8][c:9]2[cH:10][c:11]3[cH:12][c:13]([C:18](=[O:19])[O:20][CH2:21][CH3:22])[n:14]([CH2:35][C:36]([F:37])([F:38])[F:39])[c:15]3[cH:16][cH:17]2)[cH:2][cH:3][cH:4][cH:5][cH:6]1.